From a dataset of the Open Reaction Database (ORD), a public repository of structured organic reaction records. describe an organic reaction: reactants, conditions, products, and yield Starting materials: [Si](C1=CC=CC=C1)(C1=CC=CC=C1)(C(C)(C)C)OC1=CC=C(OC[C@H](CNCCC2=CC=C(C=C2)NC2CCN(CC2)C=2SC=C(N2)C2=CC=CC=C2)O)C=C1 ((2S)-1-(4-{[tert-Butyl(diphenyl)silyl]oxy}phenoxy)-3-[(4-{[1-(4-phenyl-1,3-thiazol-2-yl)-4-piperidinyl]amino}phenethyl)amino]-2-propanol). Solvent: C(Cl)(Cl)Cl.CO (chloroform methanol). Product: O[C@H](COC1=CC=C(C=C1)O)CNCCC1=CC=C(C=C1)NC1CCN(CC1)C=1SC=C(N1)C1=CC=CC=C1 (4-[(2S)-2-Hydroxy-3-(2-{4-[1-(4-phenyl-thiazol-2-yl)-piperidin-4-ylamino]-phenyl]-ethylamino)-propoxy}-phenol), hydrochloride salt. Yield: 69.0%. Reaction SMILES: [Si]([O:18][C:19]1[CH:56]=[CH:55][C:22]([O:23][CH2:24][C@@H:25]([OH:54])[CH2:26][NH:27][CH2:28][CH2:29][C:30]2[CH:35]=[CH:34][C:33]([NH:36][CH:37]3[CH2:42][CH2:41][N:40]([C:43]4[S:44][CH:45]=[C:46]([C:48]5[CH:53]=[CH:52][CH:51]=[CH:50][CH:49]=5)[N:47]=4)[CH2:39][CH2:38]3)=[CH:32][CH:31]=2)=[CH:21][CH:20]=1)(C(C)(C)C)(C1C=CC=CC=1)C1C=CC=CC=1>C(Cl)(Cl)Cl.CO>[OH:54][C@@H:25]([CH2:26][NH:27][CH2:28][CH2:29][C:30]1[CH:31]=[CH:32][C:33]([NH:36][CH:37]2[CH2:42][CH2:41][N:40]([C:43]3[S:44][CH:45]=[C:46]([C:48]4[CH:49]=[CH:50][CH:51]=[CH:52][CH:53]=4)[N:47]=3)[CH2:39][CH2:38]2)=[CH:34][CH:35]=1)[CH2:24][O:23][C:22]1[CH:55]=[CH:56][C:19]([OH:18])=[CH:20][CH:21]=1 |f:1.2|. Procedure details: (2S)-1-(4-{[tert-Butyl(diphenyl)silyl]oxy}phenoxy)-3-[(4-{[1-(4-phenyl-1,3-thiazol-2-yl)-4-piperidinyl]amino}phenethyl)amino]-2-propanol (0.25 g, 0.319 mmol) was reacted following general Procedure H (eluant: 5:1 chloroform-methanol) to give the title compound as the hydrochloride salt (0.12 g, 0.22 mmol). Reactants: OC1=C(C=O)C=CC(=C1C)O (2,4-dihydroxy-3-methylbenzaldehyde), C(C=C)OC1=C(C=O)C=CC(=C1C)OCC=C (2,4-bis(allyloxy)-3-methylbenzaldehyde), C(C=C)Cl (allyl chloride), C(C)(C)N(C(C)C)CC (N,N-diisopropylethylamine). Yields the product C(C=C)OC1=C(C(=C(C=O)C=C1)O)C (4-allyloxy-2-hydroxy-3-methylbenzaldehyde). Reaction SMILES: OC1C(C)=C(O)C=CC=1C=O.C(Cl)C=C.C(N(CC)C(C)C)(C)C.C([O:28][C:29]1[C:36]([CH3:37])=[C:35]([O:38][CH2:39][CH:40]=[CH2:41])[CH:34]=[CH:33][C:30]=1[CH:31]=[O:32])C=C>>[CH2:39]([O:38][C:35]1[CH:34]=[CH:33][C:30]([CH:31]=[O:32])=[C:29]([OH:28])[C:36]=1[CH3:37])[CH:40]=[CH2:41]. Procedure: By following Example 2 procedure, 5.0 g of 2,4-dihydroxy-3-methylbenzaldehyde was reacted with 8.35 g of allyl chloride and 5.1 g of N,N-diisopropylethylamine to get 8.41 g of crude title product containing 12% of 2,4-bis(allyloxy)-3-methylbenzaldehyde by GC. Crude product was purified by column chromatography to get the title compound as liquid. IR (neat): 3280, 3088, 3024, 2988, 2926, 2838, 2748, 1645, 1585, 1499, 1452, 1427, 1388, 1353, 1330, 1290, 1250, 1182, 1110, 1022, 990, 928, 891, 788, ... Starting materials: C[Si](C)(C)N=C=O, CN(C)c1ccncc1, CCN(C(C)C)C(C)C, N#Cc1ccccc1N1CCN(CC(O)Cn2nc(-c3ccc(I)cc3)c3c2CCNC3)CC1, c1ccncc1. Yields the product N#Cc1ccccc1N1CCN(CC(O)Cn2nc(-c3ccc(I)cc3)c3c2CCN(C(N)=O)C3)CC1. As a reaction SMILES: [CH3:10][Si:11]([CH3:12])([CH3:13])[N:14]=[C:15]=[O:16].[CH3:51][N:52]([c:53]1[cH:54][cH:55][n:56][cH:57][cH:58]1)[CH3:59].[CH:1]([N:2]([CH:3]([CH3:4])[CH3:5])[CH2:6][CH3:7])([CH3:8])[CH3:9].[OH:17][CH:18]([CH2:19][N:20]1[CH2:21][CH2:22][N:23]([c:26]2[c:27]([C:28]#[N:29])[cH:30][cH:31][cH:32][cH:33]2)[CH2:24][CH2:25]1)[CH2:34][n:35]1[n:36][c:37](-[c:44]2[cH:45][cH:46][c:47]([I:50])[cH:48][cH:49]2)[c:38]2[c:43]1[CH2:42][CH2:41][NH:40][CH2:39]2.[cH:60]1[cH:61][cH:62][n:63][cH:64][cH:65]1>>[NH2:14][C:15](=[O:16])[N:40]1[CH2:39][c:38]2[c:37](-[c:44]3[cH:45][cH:46][c:47]([I:50])[cH:48][cH:49]3)[n:36][n:35]([CH2:34][CH:18]([OH:17])[CH2:19][N:20]3[CH2:21][CH2:22][N:23]([c:26]4[c:27]([C:28]#[N:29])[cH:30][cH:31][cH:32][cH:33]4)[CH2:24][CH2:25]3)[c:43]2[CH2:42][CH2:41]1.